From a dataset of the Open Reaction Database (ORD), a public repository of structured organic reaction records. describe an organic reaction: reactants, conditions, products, and yield The reactants are CC(C)(C)P(C(C)(C)C)C(C)(C)C, CC(=O)OCC1OC(n2cc(C=O)c3c(Cl)cccc32)C(OC(C)=O)C(OC(C)=O)C1OC(C)=O, OB(O)c1ccc(OC(F)F)cc1, O. Product: CC(=O)OCC1OC(n2cc(C(O)c3ccc(OC(F)F)cc3)c3c(Cl)cccc32)C(OC(C)=O)C(OC(C)=O)C1OC(C)=O. As a reaction SMILES: [C:49]([P:50]([C:51]([CH3:52])([CH3:53])[CH3:54])[C:55]([CH3:56])([CH3:57])[CH3:58])([CH3:59])([CH3:60])[CH3:61].[Cl:1][c:2]1[c:3]2[c:4]([CH:34]=[O:35])[cH:5][n:6]([CH:11]3[CH:12]([O:13][C:14]([CH3:15])=[O:16])[CH:17]([O:18][C:19]([CH3:20])=[O:21])[CH:22]([O:23][C:24]([CH3:25])=[O:26])[CH:27]([CH2:29][O:30][C:31]([CH3:32])=[O:33])[O:28]3)[c:7]2[cH:8][cH:9][cH:10]1.[F:36][CH:37]([O:38][c:39]1[cH:40][cH:41][c:42]([B:45]([OH:46])[OH:47])[cH:43][cH:44]1)[F:48].[OH2:62]>>[Cl:1][c:2]1[c:3]2[c:4]([CH:34]([OH:35])[c:42]3[cH:41][cH:40][c:39]([O:38][CH:37]([F:36])[F:48])[cH:44][cH:43]3)[cH:5][n:6]([CH:11]3[CH:12]([O:13][C:14]([CH3:15])=[O:16])[CH:17]([O:18][C:19]([CH3:20])=[O:21])[CH:22]([O:23][C:24]([CH3:25])=[O:26])[CH:27]([CH2:29][O:30][C:31]([CH3:32])=[O:33])[O:28]3)[c:7]2[cH:8][cH:9][cH:10]1. The reactants are O=C([O-])C(O)C(O)C(=O)[O-], C1CCOC1, CC(C)C[AlH]CC(C)C, COCN(c1cc(Cl)ccc1C(=O)N(C)OC)S(=O)(=O)c1ccc(Cl)c(C(F)(F)F)c1, [K+], [Na+]. Product: COCN(c1cc(Cl)ccc1C=O)S(=O)(=O)c1ccc(Cl)c(C(F)(F)F)c1. RXN SMILES: [C:41]([O-:42])(=[O:43])[CH:44]([CH:45]([C:46]([O-:47])=[O:48])[OH:49])[OH:50].[CH2:53]1[O:54][CH2:55][CH2:56][CH2:57]1.[CH3:1][CH:2]([CH2:3][AlH:4][CH2:5][CH:6]([CH3:7])[CH3:8])[CH3:9].[Cl:10][c:11]1[cH:12][c:13]([N:23]([CH2:24][O:25][CH3:26])[S:27](=[O:28])(=[O:29])[c:30]2[cH:31][c:32]([C:37]([F:38])([F:39])[F:40])[c:33]([Cl:36])[cH:34][cH:35]2)[c:14]([C:15](=[O:16])[N:17]([O:18][CH3:19])[CH3:20])[cH:21][cH:22]1.[K+:51].[Na+:52]>>[Cl:10][c:11]1[cH:12][c:13]([N:23]([CH2:24][O:25][CH3:26])[S:27](=[O:28])(=[O:29])[c:30]2[cH:31][c:32]([C:37]([F:38])([F:39])[F:40])[c:33]([Cl:36])[cH:34][cH:35]2)[c:14]([CH:15]=[O:16])[cH:21][cH:22]1. The reactants are NC(=S)N (Thiourea), COC1=CC=C(COCC2OC2)C=C1 (2-(((4-methoxybenzyl)oxy)methyl) oxirane). The solvent is CO (methanol). Reaction conditions: time 16 hour. Product: COC1=CC=C(COCC2SC2)C=C1 (2-(((4-Methoxybenzyl)oxy)methyl)thiirane). As a reaction SMILES: N[C:2](N)=[S:3].[CH3:5][O:6][C:7]1[CH:18]=[CH:17][C:10]([CH2:11][O:12][CH2:13][CH:14]2CO2)=[CH:9][CH:8]=1>CO>[CH3:5][O:6][C:7]1[CH:18]=[CH:17][C:10]([CH2:11][O:12][CH2:13][CH:14]2[CH2:2][S:3]2)=[CH:9][CH:8]=1. Procedure details: Thiourea (0.935 g, 12.28 mmol) was added to a solution of 2-(((4-methoxybenzyl)oxy)methyl) oxirane (1.084 g, 5.58 mmol) in methanol (30 mL) and the mixture stirred at room temperature for 16 hours, then evaporated under vacuum. Purification by chromatography on silica, eluting with 0-10% EtOAc/hexane, afforded the title compound. Starting materials: diaryl, ClC1=CC=C(C=C1)CC(=O)O (2-(4-chlorophenyl)acetic acid), ClC1=CC=CC=C1 (chlorobenzene). Yields the product ClC1=CC=C(C=C1)C(CC1=CC=C(C=C1)Cl)=O (1,2-bis(4-chlorophenyl)ethanone). Reaction SMILES: [Cl:1][C:2]1[CH:7]=[CH:6][C:5]([CH2:8][C:9]([OH:11])=O)=[CH:4][CH:3]=1.[Cl:12][C:13]1[CH:18]=[CH:17][CH:16]=[CH:15][CH:14]=1>>[Cl:12][C:13]1[CH:18]=[CH:17][C:16]([C:9](=[O:11])[CH2:8][C:5]2[CH:4]=[CH:3][C:2]([Cl:1])=[CH:7][CH:6]=2)=[CH:15][CH:14]=1. Reported procedure: The diaryl product was obtained using the same synthetic methods as shown in Example 25, step 5, using 2-(4-chlorophenyl)acetic acid (5 g, 29.2 mmol) and chlorobenzene (10.31 g, 91.2 mmol, 2.85 equiv) as reactants. The reaction was quenched by the addition of water/ice. The residue was dissolved in 3% HCl, extracted with 3×20 mL of dichloromethane, and the organic layers combined and concentrated under vacuum. Purification via silica gel column (ethyl acetate/petroleum ether (1:100)) yielded 4.6... The yield is 59.8%. Starting materials: ClN1C(N(C(N(C1=O)Cl)=O)Cl)=O (1,3,5-trichloro-1,3,5-triazinane-2,4,6-trione), FC1=C(C=CC=C1)C1(CCN(C(O1)=O)C1=NC(=CC=C1)C1=CC=C(C=C1)F)CCO (6-(2-fluorophenyl)-3-(6-(4-fluorophenyl)pyridin-2-yl)-6-(2-hydroxyethyl)-1,3-oxazinan-2-one), CC(=O)[O-].[Na+] (NaOAc), CC(=O)O (HOAc). Run in CC#N (CH3CN), CC#N (CH3CN), O (H2O), C(Cl)Cl (CH2Cl2). Run at time 5 minute. Yields the product ClC=1C=CC(=NC1C1=CC=C(C=C1)F)N1C(OC(CC1)(CCO)C1=C(C=CC=C1)F)=O (3-(5-chloro-6-(4-fluorophenyl)pyridin-2-yl)-6-(2-fluorophenyl)-6-(2-hydroxyethyl)-1,3-oxazinan-2-one). The yield is 48.2%. RXN SMILES: [F:1][C:2]1[CH:7]=[CH:6][CH:5]=[CH:4][C:3]=1[C:8]1([CH2:28][CH2:29][OH:30])[O:13][C:12](=[O:14])[N:11]([C:15]2[CH:20]=[CH:19][CH:18]=[C:17]([C:21]3[CH:26]=[CH:25][C:24]([F:27])=[CH:23][CH:22]=3)[N:16]=2)[CH2:10][CH2:9]1.CC([O-])=O.[Na+].CC(O)=O.[Cl:40]N1C(=O)N(Cl)C(=O)N(Cl)C1=O>CC#N.O.C(Cl)Cl>[Cl:40][C:18]1[CH:19]=[CH:20][C:15]([N:11]2[CH2:10][CH2:9][C:8]([C:3]3[CH:4]=[CH:5][CH:6]=[CH:7][C:2]=3[F:1])([CH2:28][CH2:29][OH:30])[O:13][C:12]2=[O:14])=[N:16][C:17]=1[C:21]1[CH:22]=[CH:23][C:24]([F:27])=[CH:25][CH:26]=1 |f:1.2|. Reported procedure: A mixture of 6-(2-fluorophenyl)-3-(6-(4-fluorophenyl)pyridin-2-yl)-6-(2-hydroxyethyl)-1,3-oxazinan-2-one (30 mg, 0.07 mmol), NaOAc (9 mg, 0.11 mmol) in HOAc (4 mg, 0.07 mmol), CH3CN (2 mL), H2O (0.1 mL) and CH2Cl2 (2 mL) was stirred at rt for 5 min. A solution of 1,3,5-trichloro-1,3,5-triazinane-2,4,6-trione (37 mg, 0.11 mmol) in CH3CN (0.5 mL) was added slowly. The mixture was stirred for 20 min and heated to 40° C. for 2 h. The reaction was quenched with aq NaHSO3 and extracted with CH2Cl2. Th... Reported procedure: 1-Benzyl-4-[N-methyl-N-(2-isopropylamino-4-fluorophenyl)amino]piperidine (EXAMPLE 170, 2.90 g, 8.16 mmol) and platinum hydroxide on carbon (1.0 g) in 50 ml ethanol is hydrogenated at 276 kPa (40 psi) hydrogen for 25 hrs. Filtration and evaporation of the solvent gives the tide compound, NMR (300 MHz, CD3OD) 7.02, 6.32, 6.24, 3.60, 3.15, 2.90, 2.75, 2.54, 1.8-2.0, 1.50 and 1.18δ. Product: CN(C1=C(C=C(C=C1)F)NC(C)C)C1CCNCC1 (4-[N-methyl-N-(2-isopropylamino-4-fluorophenyl)amino]piperidine). Reaction SMILES: C([N:8]1[CH2:13][CH2:12][CH:11]([N:14]([CH3:26])[C:15]2[CH:20]=[CH:19][C:18]([F:21])=[CH:17][C:16]=2[NH:22][CH:23]([CH3:25])[CH3:24])[CH2:10][CH2:9]1)C1C=CC=CC=1.[H][H]>C(O)C.[OH-].[Pt+2].[OH-]>[CH3:26][N:14]([CH:11]1[CH2:12][CH2:13][NH:8][CH2:9][CH2:10]1)[C:15]1[CH:20]=[CH:19][C:18]([F:21])=[CH:17][C:16]=1[NH:22][CH:23]([CH3:25])[CH3:24] |f:3.4.5|. Solvent: C(C)O (ethanol). Reagents/catalysts: [OH-].[Pt+2].[OH-] (platinum hydroxide). The reactants are C(C1=CC=CC=C1)N1CCC(CC1)N(C1=C(C=C(C=C1)F)NC(C)C)C (1-Benzyl-4-[N-methyl-N-(2-isopropylamino-4-fluorophenyl) amino]piperidine), [H][H] (hydrogen).